From a dataset of the Open Reaction Database (ORD), a public repository of structured organic reaction records. describe an organic reaction: reactants, conditions, products, and yield Reactants: COC(C(F)(F)F)=O (methyltrifluoroacetate), FC(C(=O)O)(F)F (Trifluoroacetic acid). Run in CO (methanol). Yields the product COC(C(F)(F)F)=O.CO (methyltrifluoroacetate methanol). As a reaction SMILES: [CH3:1][O:2][C:3](=[O:8])[C:4]([F:7])([F:6])[F:5].FC(F)(F)[C:11](O)=[O:12]>CO>[CH3:1][O:2][C:3](=[O:8])[C:4]([F:7])([F:6])[F:5].[CH3:11][OH:12] |f:3.4|. Reported procedure: A process for the preparation of methyltrifluoroacetate. Trifluoroacetic acid is contacted with an excess of methanol and distilled to form a methyltrifluoroacetate/methanol azeotrope. The azeotrope is contacted with trifluoroacetic acid in the presence of a catalytic quantity of a strong acid followed by distillation to obtain methyltrifluoroacetate. The methyltrifluoroacetate can be used as a synthesis intermediate in the pharmaceutical industry. Starting materials: CCCc1c2nc(C(=O)OCC)cc(C)c2cc2c(=O)cc(C(=O)OCC)oc12, CC(=O)O, O=[Se]=O. Product: CCCc1c2nc(C(=O)OCC)cc(C=O)c2cc2c(=O)cc(C(=O)OCC)oc12. Reaction SMILES: [CH3:1][c:2]1[cH:3][c:4]([C:25](=[O:26])[O:27][CH2:28][CH3:29])[n:5][c:6]2[c:7]([CH2:22][CH2:23][CH3:24])[c:8]3[c:9]([cH:10][c:11]12)[c:12](=[O:21])[cH:13][c:14]([C:16](=[O:17])[O:18][CH2:19][CH3:20])[o:15]3.[CH3:33][C:34](=[O:35])[OH:36].[Se:30](=[O:31])=[O:32]>>[CH:1]([c:2]1[cH:3][c:4]([C:25](=[O:26])[O:27][CH2:28][CH3:29])[n:5][c:6]2[c:7]([CH2:22][CH2:23][CH3:24])[c:8]3[c:9]([cH:10][c:11]12)[c:12](=[O:21])[cH:13][c:14]([C:16](=[O:17])[O:18][CH2:19][CH3:20])[o:15]3)=[O:31].